This data is from the Open Reaction Database (ORD), a public repository of structured organic reaction records. The task is: describe an organic reaction: reactants, conditions, products, and yield As a reaction SMILES: [CH:1]1[C:14]2[C:13]3([C:16](O)=[O:17])[CH2:15][CH:6]([C:7]4[C:12]3=[CH:11][CH:10]=[CH:9][CH:8]=4)[C:5]=2[CH:4]=[CH:3][CH:2]=1.S(Cl)(Cl)=O.[OH:23][CH:24]1[CH2:29][CH2:28][NH:27][CH2:26][CH2:25]1>C1(C)C=CC=CC=1.C(OCC)(=O)C>[CH:11]1[C:12]2[C:13]3([C:16]([N:27]4[CH2:28][CH2:29][CH:24]([OH:23])[CH2:25][CH2:26]4)=[O:17])[CH2:15][CH:6]([C:5]4[C:14]3=[CH:1][CH:2]=[CH:3][CH:4]=4)[C:7]=2[CH:8]=[CH:9][CH:10]=1. Reported procedure: To a solution of 9,10-dihydro-9,10-methano-9-anthracenecarboxylic acid (24.1 mmol) in toluene (70 mL) was added thionyl chloride (2.28 mL, 31.3 mmol, 1.3 eq). The reaction was heated to reflux monitoring gas evolution with a mineral oil bubbler. The system reached a steady state within 40 min at which time it was slightly cooled and 4-hydroxypiperidine (6.08 g, 60.3 mmol, 2.5 eq) was added portionwise. A significant amount of heat is evolved and the reaction became dark. The suspension was heate... Run at time 18 hour. Yields the product C1=CC=CC=2C3C4=CC=CC=C4C(C12)(C3)C(=O)N3CCC(CC3)O (1-(9,10-Dihydro-9,10-methanoanthracen-9-ylcarbonyl)piperidin-4-ol). Run in C(C)(=O)OCC (ethyl acetate), C1(=CC=CC=C1)C (toluene). Reactants: C1=CC=CC=2C3C4=CC=CC=C4C(C12)(C3)C(=O)O (9,10-dihydro-9,10-methano-9-anthracenecarboxylic acid), S(=O)(Cl)Cl (thionyl chloride), OC1CCNCC1 (4-hydroxypiperidine). The reactants are Cc1cnc(C=O)c(C)c1, ClCCl, Cc1ccc(S(=O)(=O)n2cnc(CCN)c2)cc1. Yields the product Cc1ccc(S(=O)(=O)n2cnc(CCNCc3ncc(C)cc3C)c2)cc1. As a reaction SMILES: [CH3:19][c:20]1[c:21]([CH:27]=[O:28])[n:22][cH:23][c:24]([CH3:26])[cH:25]1.[Cl:29][CH2:30][Cl:31].[c:1]1([CH3:18])[cH:2][cH:3][c:4]([S:7](=[O:8])(=[O:9])[n:10]2[cH:11][n:12][c:13]([CH2:15][CH2:16][NH2:17])[cH:14]2)[cH:5][cH:6]1>>[c:1]1([CH3:18])[cH:2][cH:3][c:4]([S:7](=[O:8])(=[O:9])[n:10]2[cH:11][n:12][c:13]([CH2:15][CH2:16][NH:17][CH2:27][c:21]3[c:20]([CH3:19])[cH:25][c:24]([CH3:26])[cH:23][n:22]3)[cH:14]2)[cH:5][cH:6]1. Product: NC1=C2C(=NC=N1)N(N=C2C2=CC=C(C=C2)OC2=CC=CC=C2)C2CCN(CC2)C(CN(C)C)=O (1-{4-[4-amino-3-(4-phenoxyphenyl)-1H-pyrazolo[3,4-d]pyrimidin-1-yl]piperidino}-2-(dimethylamino)-1-ethanone). Reactants: O(C1=CC=CC=C1)C1=CC=C(C=C1)C1=NN(C2=NC=NC(=C21)N)C2CCNCC2 (3-(4-phenoxyphenyl)-1-(4-piperidyl)-1H-pyrazolo[3,4-d]pyrimidin-4-amine), CN(CC(=O)O)C (2-(dimethylamino)acetic acid), Cl.CN(CCCN=C=NCC)C (1-(3-dimethylaminopropyl)-3-ethylcarbodiimide hydrochloride), CCN(C(C)C)C(C)C (N,N′-diisopropylethylamine), ON1N=NC2=C1N=CC=C2 (1-hydroxy-7-azabenzotriazole). Isolated yield 50.0%. Solvent: CN(C=O)C (N,N-dimethylformamide). RXN SMILES: [O:1]([C:8]1[CH:13]=[CH:12][C:11]([C:14]2[C:22]3[C:17](=[N:18][CH:19]=[N:20][C:21]=3[NH2:23])[N:16]([CH:24]3[CH2:29][CH2:28][NH:27][CH2:26][CH2:25]3)[N:15]=2)=[CH:10][CH:9]=1)[C:2]1[CH:7]=[CH:6][CH:5]=[CH:4][CH:3]=1.[CH3:30][N:31]([CH3:36])[CH2:32][C:33](O)=[O:34].Cl.CN(C)CCCN=C=NCC.CCN(C(C)C)C(C)C.ON1C2N=CC=CC=2N=N1>CN(C)C=O>[NH2:23][C:21]1[N:20]=[CH:19][N:18]=[C:17]2[N:16]([CH:24]3[CH2:29][CH2:28][N:27]([C:33](=[O:34])[CH2:32][N:31]([CH3:36])[CH3:30])[CH2:26][CH2:25]3)[N:15]=[C:14]([C:11]3[CH:10]=[CH:9][C:8]([O:1][C:2]4[CH:7]=[CH:6][CH:5]=[CH:4][CH:3]=4)=[CH:13][CH:12]=3)[C:22]=12 |f:2.3|. Procedure details: A mixture of 3-(4-phenoxyphenyl)-1-(4-piperidyl)-1H-pyrazolo[3,4-d]pyrimidin-4-amine (0.054 g, 0.00014 mol), 2-(dimethylamino)acetic acid (0.0018 g, 0.000175 mol), 1-(3-dimethylaminopropyl)-3-ethylcarbodiimide hydrochloride (0.0034 g, 0.000175 mol), N,N′-diisopropylethylamine (0.033 g, 0.00026 mol) and 1-hydroxy-7-azabenzotriazole (0.019 g, 0.00014 mol) in anhydrous N,N-dimethylformamide (6 mL) was stirred for eighteen hours at room temperature. The solvent was removed under reduced pressure. Th... Reactants: C([O-])([O-])=O.[NH4+].[NH4+] (Ammonium carbonate), CC(C)N1CCC(CC1)C(=O)OCC (Ethyl 1-(1-methylethyl)-4-piperidine carboxylate), O.O.O.O.O.O.O.O.[OH-].[Ba+2].[OH-] (barium hydroxide octahydrate), C(C)O (ethanol). Run in O (water). Reaction conditions: temperature 60 celsius, time 8 hour. Product: CC(C)N1CCC(CC1)C(=O)O (1-(1-methylethyl)-4-piperidine carboxylic acid). The yield is 100.6%. Reaction SMILES: [CH3:1][CH:2]([N:4]1[CH2:9][CH2:8][CH:7]([C:10]([O:12]CC)=[O:11])[CH2:6][CH2:5]1)[CH3:3].O.O.O.O.O.O.O.O.[OH-].[Ba+2].[OH-].C(O)C.C(=O)([O-])[O-].[NH4+].[NH4+]>O>[CH3:3][CH:2]([N:4]1[CH2:5][CH2:6][CH:7]([C:10]([OH:12])=[O:11])[CH2:8][CH2:9]1)[CH3:1] |f:1.2.3.4.5.6.7.8.9.10.11,13.14.15|. Reported procedure: Ethyl 1-(1-methylethyl)-4-piperidine carboxylate (3.6 g, 18 mmol, 1 eq) was combined with barium hydroxide octahydrate (10.4 g, 33 mmol, 1.8 eq) in a mixture of 70 mL of water with 44 mL of ethanol. The mixture was heated at 60° C. for 1.3 h. The reaction mixture was concentrated in vacuo and diluted with 70 mL of water. Ammonium carbonate (6.9 g, 87 mmol, 4.8 eq) was added portionwise and the reaction mixture was stirred at rt overnight. The mixture was filtered through diatomaceous earth, conc... The product is COC=1C(=C(C(=O)O)C=CC1OC)CCC1=CC=CC=C1 (3,4-Dimethoxy-2-[2-phenylethyl]benzoic acid). RXN SMILES: [CH3:1][O:2][C:3]1[C:4]([CH2:18][CH2:19][C:20]2[CH:25]=[CH:24][CH:23]=[CH:22][CH:21]=2)=[C:5]([C:11]2[O:12]CC(C)(C)N=2)[CH:6]=[CH:7][C:8]=1[O:9][CH3:10].C[O:27]C1C(CC2C=CC=CC=2)=C(C2OCC(C)(C)N=2)C=CC=1OC>>[CH3:1][O:2][C:3]1[C:4]([CH2:18][CH2:19][C:20]2[CH:25]=[CH:24][CH:23]=[CH:22][CH:21]=2)=[C:5]([CH:6]=[CH:7][C:8]=1[O:9][CH3:10])[C:11]([OH:12])=[O:27]. Procedure: Similarly prepared from the corresponding product of step (a) or (b) were:- Reactants: COC=1C(=C(C=CC1OC)C=1OCC(N1)(C)C)CCC1=CC=CC=C1 (2-[3,4-Dimethoxy-2-(2-phenylethyl)phenyl]-4,5-dihydro-4,4-dimethyloxazole), COC=1C(=C(C=CC1OC)C=1OCC(N1)(C)C)CC1=CC=CC=C1 (2-[3,4-Dimethoxy-2-phenylmethylphenyl]-4,5-dihydro-4,4-dimethyloxazole). Procedure details: A mixture of 1,2-divinylcyclododecan-1-ol (0.125 g, 5.10-4 mol) and mercuric trifluoroacetate (0.215 g) in methylene chloride (4 cc) is kept at a temperature of the order of 20° C. After a reaction time of 1 hour 30 minutes, a solution of sodium borohydride (0.005 g) in 3 N sodium hydroxide solution (0.33 cc) is added to the reaction mixture. The reaction mixture is extracted with methylene chloride (3×10 cc). The organic extracts are dried over magnesium sulphate. After filtration and concentra... Run in C(Cl)Cl (methylene chloride), [OH-].[Na+] (sodium hydroxide). Starting materials: C(=C)C1(C(CCCCCCCCCC1)C=C)O (1,2-divinylcyclododecan-1-ol), mercuric trifluoroacetate, [BH4-].[Na+] (sodium borohydride). Isolated yield 70.0%. As a reaction SMILES: [CH:1]([C:3]1([OH:17])[CH2:14][CH2:13][CH2:12][CH2:11][CH2:10][CH2:9][CH2:8][CH2:7][CH2:6][CH2:5][CH:4]1[CH:15]=[CH2:16])=[CH2:2].[BH4-].[Na+]>C(Cl)Cl.[OH-].[Na+]>[C:3]1(=[O:17])[CH2:1][CH2:2][CH2:16][CH2:15][CH2:4][CH2:5][CH2:6][CH2:7][CH2:8][CH2:9][CH:10]=[CH:11][CH2:12][CH2:13][CH2:14]1 |f:1.2,4.5|. Yields the product C1(CCCC=CCCCCCCCCCC1)=O (cyclohexadec-5-en-1-one). Starting materials: C(C1=CC=CC=C1)(C1=CC=CC=C1)(C1=CC=CC=C1)NC=1SC=C(N1)C(C(=O)NC1[C@@H]2N(C(=C(CS2)C=CSC=2C=NC=CC2)C(=O)OC(C2=CC=CC=C2)C2=CC=CC=C2)C1=O)=O (benzhydryl 7-[2-(2-tritylaminothiazol-4-yl)glyoxylamido]-3-[2-(3-pyridyl)thiovinyl]-3-cephem-4-carboxylate), Cl (hydrochloric acid), [BH4-].[Na+] (sodium borohydride). The solvent is CO (methanol), O1CCCC1 (tetrahydrofuran). Run at time 10 minute. Product: C(C1=CC=CC=C1)(C1=CC=CC=C1)(C1=CC=CC=C1)NC=1SC=C(N1)C(C(=O)NC1[C@@H]2N(C(=C(CS2)C=CSC=2C=NC=CC2)C(=O)OC(C2=CC=CC=C2)C2=CC=CC=C2)C1=O)O (benzhydryl 7-[2-(2-tritylaminothiazol-4-yl)-2-hydroxyacetamido]-3-[2-(3-pyridyl)thiovinyl]-3-cephem-4-carboxylate). Yield: 91.4%. RXN SMILES: [C:1]([NH:20][C:21]1[S:22][CH:23]=[C:24]([C:26](=[O:64])[C:27]([NH:29][CH:30]2[C:62](=[O:63])[N:32]3[C:33]([C:46]([O:48][CH:49]([C:56]4[CH:61]=[CH:60][CH:59]=[CH:58][CH:57]=4)[C:50]4[CH:55]=[CH:54][CH:53]=[CH:52][CH:51]=4)=[O:47])=[C:34]([CH:37]=[CH:38][S:39][C:40]4[CH:41]=[N:42][CH:43]=[CH:44][CH:45]=4)[CH2:35][S:36][C@H:31]23)=[O:28])[N:25]=1)([C:14]1[CH:19]=[CH:18][CH:17]=[CH:16][CH:15]=1)([C:8]1[CH:13]=[CH:12][CH:11]=[CH:10][CH:9]=1)[C:2]1[CH:7]=[CH:6][CH:5]=[CH:4][CH:3]=1.[BH4-].[Na+].Cl>CO.O1CCCC1>[C:1]([NH:20][C:21]1[S:22][CH:23]=[C:24]([CH:26]([OH:64])[C:27]([NH:29][CH:30]2[C:62](=[O:63])[N:32]3[C:33]([C:46]([O:48][CH:49]([C:56]4[CH:61]=[CH:60][CH:59]=[CH:58][CH:57]=4)[C:50]4[CH:51]=[CH:52][CH:53]=[CH:54][CH:55]=4)=[O:47])=[C:34]([CH:37]=[CH:38][S:39][C:40]4[CH:41]=[N:42][CH:43]=[CH:44][CH:45]=4)[CH2:35][S:36][C@H:31]23)=[O:28])[N:25]=1)([C:8]1[CH:13]=[CH:12][CH:11]=[CH:10][CH:9]=1)([C:2]1[CH:3]=[CH:4][CH:5]=[CH:6][CH:7]=1)[C:14]1[CH:15]=[CH:16][CH:17]=[CH:18][CH:19]=1 |f:1.2|. Procedure details: To a solution of benzhydryl 7-[2-(2-tritylaminothiazol-4-yl)glyoxylamido]-3-[2-(3-pyridyl)thiovinyl]-3-cephem-4-carboxylate (syn isomer) (trans isomer) (3.1 g) in a mixture of methanol (16 ml) and tetrahydrofuran (16 ml) was added sodium borohydride (0.033 g) under ice-cooling and the mixture was stirred for 10 minutes. The reaction mixture was adjusted to pH 7.0 with 10% hydrochloric acid and extracted with ethyl acetate. The separated organic layer was washed with a saturated aqueous solution ... Reactants: CS(=O)(=O)OC1CN(CC1)CC1=CC=CC=C1 ((rac)-3-methanesulfonyloxy-1-(phenylmethyl)-pyrrolidine), C1(=CC=CC=C1)CN1CC(CC1)O ((rac)-1-(phenylmethyl)-3-pyrrolidinol). Product: CS(=O)(=O)O[C@H]1CN(CC1)CC1=CC=CC=C1 ((R)-3-methanesulfonyloxy-1-(phenylmethyl)-pyrrolidine). RXN SMILES: [CH3:1][S:2]([O:5][CH:6]1[CH2:10][CH2:9][N:8]([CH2:11][C:12]2[CH:17]=[CH:16][CH:15]=[CH:14][CH:13]=2)[CH2:7]1)(=[O:4])=[O:3].C1(CN2CCC(O)C2)C=CC=CC=1>>[CH3:1][S:2]([O:5][C@@H:6]1[CH2:10][CH2:9][N:8]([CH2:11][C:12]2[CH:17]=[CH:16][CH:15]=[CH:14][CH:13]=2)[CH2:7]1)(=[O:3])=[O:4]. Reported procedure: (rac)-3-methanesulfonyloxy-1-(phenylmethyl)-pyrrolidine, M.S. (C.I) (M/Z): 256 [M+H]+, starting from (rac)-1-(phenylmethyl)-3-pyrrolidinol. Starting materials: FC(C1=C(C=NN1C1=C(C=C(C=C1)Cl)Cl)C(=O)O)(F)F (5-(Trifluoromethyl)-1-(2,4-dichlorophenyl)-1H-pyrazole-4-carboxylic acid), C(=O)(N1C=NC=C1)N1C=NC=C1 (carbonyldiimidazole), CN (methylamine). Solvent: CN(C)C=O (DMF). Conditions: time 10 minute. Yields the product FC(C1=C(C=NN1C1=C(C=C(C=C1)Cl)Cl)C(=O)NC)(F)F (5-(trifluoromethyl)-1-(2,4-dichlorophenyl)-N-methyl-1H-pyrazole-4-carboxamide). The yield is 79.1%. RXN SMILES: [F:1][C:2]([F:20])([F:19])[C:3]1[N:7]([C:8]2[CH:13]=[CH:12][C:11]([Cl:14])=[CH:10][C:9]=2[Cl:15])[N:6]=[CH:5][C:4]=1[C:16](O)=[O:17].[C:21](N1C=CN=C1)([N:23]1C=CN=C1)=O.CN>CN(C=O)C>[F:1][C:2]([F:20])([F:19])[C:3]1[N:7]([C:8]2[CH:13]=[CH:12][C:11]([Cl:14])=[CH:10][C:9]=2[Cl:15])[N:6]=[CH:5][C:4]=1[C:16]([NH:23][CH3:21])=[O:17]. Procedure details: 5-(Trifluoromethyl)-1-(2,4-dichlorophenyl)-1H-pyrazole-4-carboxylic acid (1.50 grams, 0.0046 mole) and carbonyldiimidazole (0.94 gram, 0.0058 mole) were dissolved in DMF. The reaction mixture was stirred for 10 minutes, then 7 ml. of 40% aqueous methylamine were added. The reaction mixture was stirred for three hours at room temperature, then poured into 150 ml. of water and filtered. The precipitate was dried to 1.51 grams, then recrystallized from 10:1 cyclohexane/toluene, yielding 1.23 grams ...